This data is from the Open Reaction Database (ORD), a public repository of structured organic reaction records. The task is: describe an organic reaction: reactants, conditions, products, and yield Reactants: ClC=1C=C(C=CC1)S(=O)(=O)N1C(=CC2=CC=CC=C12)C(=O)OC (Methyl N-(3-chlorophenylsulphonyl)indole-2-carboxylate), [I-].[Li+] (lithium iodide), Cl (HCl). Solvent: N1=CC=CC=C1 (pyridine). Yields the product ClC=1C=C(C=CC1)S(=O)(=O)N1C(=CC2=CC=CC=C12)C(=O)O (N-(3-chlorophenylsulphonyl)indole-2-carboxylic acid). Yield: 44.6%. As a reaction SMILES: [Cl:1][C:2]1[CH:3]=[C:4]([S:8]([N:11]2[C:19]3[C:14](=[CH:15][CH:16]=[CH:17][CH:18]=3)[CH:13]=[C:12]2[C:20]([O:22]C)=[O:21])(=[O:10])=[O:9])[CH:5]=[CH:6][CH:7]=1.[I-].[Li+].Cl>N1C=CC=CC=1>[Cl:1][C:2]1[CH:3]=[C:4]([S:8]([N:11]2[C:19]3[C:14](=[CH:15][CH:16]=[CH:17][CH:18]=3)[CH:13]=[C:12]2[C:20]([OH:22])=[O:21])(=[O:9])=[O:10])[CH:5]=[CH:6][CH:7]=1 |f:1.2|. Procedure details: Methyl N-(3-chlorophenylsulphonyl)indole-2-carboxylate (0.56 g) and lithium iodide (2.0 g) were dissolved in pyridine and heated at reflux for 6 hours, cooled to room temperature and poured into 2M HCl and extracted with diethyl ether. Combined organic extracts were dried (MgSO4) and concentrated in vacuo to give an oil which was purified by column chromatography using DCM-2% methanol as eluent to give the desired product as a white solid (0.24 g, 45%), mp 216-217°; NMR δ (CD3SOCD3) 7.30-8.10 (m... Reactants: CC(=O)[O-], CC(=O)[O-], O=C([O-])[O-], Cc1ccccc1, CC(C)c1cc(C(C)C)c(-c2ccccc2P(C2CCCCC2)C2CCCCC2)c(C(C)C)c1, Clc1cccc(Cl)c1I, [Cs+], [Cs+], CC(C)(C)OC(=O)c1ccc(CCc2ccccc2)cc1N, O=C(C=Cc1ccccc1)C=Cc1ccccc1, O=C(C=Cc1ccccc1)C=Cc1ccccc1, O=C(C=Cc1ccccc1)C=Cc1ccccc1, [Pd+2], [Pd], [Pd]. The product is CC(C)(C)OC(=O)c1ccc(CCc2ccccc2)cc1Nc1c(Cl)cccc1Cl. As a reaction SMILES: [C:128]([O-:129])(=[O:130])[CH3:131].[C:133]([O-:134])(=[O:135])[CH3:136].[C:32](=[O:33])([O-:34])[O-:35].[CH3:137][c:138]1[cH:139][cH:140][cH:141][cH:142][cH:143]1.[CH:38]1([P:39]([CH:40]2[CH2:41][CH2:42][CH2:43][CH2:44][CH2:45]2)[c:46]2[cH:47][cH:48][cH:49][cH:50][c:51]2-[c:52]2[c:53]([CH:54]([CH3:55])[CH3:56])[cH:57][c:58]([CH:59]([CH3:60])[CH3:61])[cH:62][c:63]2[CH:64]([CH3:65])[CH3:66])[CH2:67][CH2:68][CH2:69][CH2:70][CH2:71]1.[Cl:23][c:24]1[c:25]([I:31])[c:26]([Cl:30])[cH:27][cH:28][cH:29]1.[Cs+:36].[Cs+:37].[NH2:1][c:2]1[c:3]([C:4](=[O:5])[O:6][C:7]([CH3:8])([CH3:9])[CH3:10])[cH:11][cH:12][c:13]([CH2:15][CH2:16][c:17]2[cH:18][cH:19][cH:20][cH:21][cH:22]2)[cH:14]1.[O:110]=[C:111]([CH:112]=[CH:113][c:114]1[cH:115][cH:116][cH:117][cH:118][cH:119]1)[CH:120]=[CH:121][c:122]1[cH:123][cH:124][cH:125][cH:126][cH:127]1.[O:74]=[C:75]([CH:76]=[CH:77][c:78]1[cH:79][cH:80][cH:81][cH:82][cH:83]1)[CH:84]=[CH:85][c:86]1[cH:87][cH:88][cH:89][cH:90][cH:91]1.[O:92]=[C:93]([CH:94]=[CH:95][c:96]1[cH:97][cH:98][cH:99][cH:100][cH:101]1)[CH:102]=[CH:103][c:104]1[cH:105][cH:106][cH:107][cH:108][cH:109]1.[Pd+2:132].[Pd:72].[Pd:73]>>[NH:1]([c:2]1[c:3]([C:4](=[O:5])[O:6][C:7]([CH3:8])([CH3:9])[CH3:10])[cH:11][cH:12][c:13]([CH2:15][CH2:16][c:17]2[cH:18][cH:19][cH:20][cH:21][cH:22]2)[cH:14]1)[c:25]1[c:24]([Cl:23])[cH:29][cH:28][cH:27][c:26]1[Cl:30]. The reactants are COC(=O)C1CC2CC1C1C3=C4C5CCC(C5)C4C(C3)C21, CCO, [K+], [OH-]. The product is O=C(O)C1CC2CC1C1C3=C4C5CCC(C5)C4C(C3)C21. RXN SMILES: [CH3:1][O:2][C:3](=[O:4])[CH:5]1[CH2:6][CH:7]2[CH:8]3[CH:9]4[CH:10]5[CH:11]6[CH2:12][CH2:13][CH:14]([C:15]5=[C:16]([CH:17]3[CH:18]1[CH2:19]2)[CH2:20]4)[CH2:21]6.[CH3:24][CH2:25][OH:26].[K+:23].[OH-:22]>>[O:2]=[C:3]([OH:4])[CH:5]1[CH2:6][CH:7]2[CH:8]3[CH:9]4[CH:10]5[CH:11]6[CH2:12][CH2:13][CH:14]([C:15]5=[C:16]([CH:17]3[CH:18]1[CH2:19]2)[CH2:20]4)[CH2:21]6. The reactants are C(C=C)OC(=O)N1[C@@H](C[C@H](C1)O[Si](C)(C)C(C)(C)C)C=O ((2S,4R)-1-allyloxycarbonyl-4-t-butyldimethylsilyloxy-2-formylpyrrolidine), C1(=CC=CC=C1)P(C1=CC=CC=C1)(C1=CC=CC=C1)=CC(=O)OC (methyl (triphenylphosphoranylidene)acetate). The solvent is O1CCCC1 (tetrahydrofuran). Run at time 8 hour. Product: C(C=C)OC(=O)N1[C@@H](C[C@H](C1)O[Si](C)(C)C(C)(C)C)C=CC(=O)OC ((2S,4R)-1-allyloxycarbonyl-4-t-butyldimethylsilyloxy-2-(3-methoxy-3-oxo-1-propenyl)pyrrolidine). Isolated yield 84.3%. As a reaction SMILES: [CH2:1]([O:4][C:5]([N:7]1[CH2:11][C@H:10]([O:12][Si:13]([C:16]([CH3:19])([CH3:18])[CH3:17])([CH3:15])[CH3:14])[CH2:9][C@H:8]1[CH:20]=O)=[O:6])[CH:2]=[CH2:3].C1(P(=[CH:41][C:42]([O:44][CH3:45])=[O:43])(C2C=CC=CC=2)C2C=CC=CC=2)C=CC=CC=1>O1CCCC1>[CH2:1]([O:4][C:5]([N:7]1[CH2:11][C@H:10]([O:12][Si:13]([C:16]([CH3:17])([CH3:18])[CH3:19])([CH3:14])[CH3:15])[CH2:9][C@H:8]1[CH:20]=[CH:41][C:42]([O:44][CH3:45])=[O:43])=[O:6])[CH:2]=[CH2:3]. Procedure details: To a solution of (2S,4R)-1-allyloxycarbonyl-4-t-butyldimethylsilyloxy-2-formylpyrrolidine (30.0 g) in tetrahydrofuran (300 ml) was added methyl (triphenylphosphoranylidene)acetate (35.2 g) and the mixture was stirred at room temperature overnight. The solvent was evaporated and the residue was chromatographed on a 300 g of silica gel to give (2S,4R)-1-allyloxycarbonyl-4-t-butyldimethylsilyloxy-2-(3-methoxy-3-oxo-1-propenyl)pyrrolidine (29.8 g) as a colorless oil. The reactants are Example 1 ( g ), ClCC1=NC=CC=C1 (2-chloromethyl-pyridine), OCCCOC1=CC=C(C=C1)C1C(CN(CC1)C(=O)OC(C)(C)C)OCC1=CC2=CC=CC=C2C=C1 (tert-butyl (3RS,4RS)-4-[4-(3-hydroxy-propoxy)-phenyl]-3-(naphthalen-2-ylmethoxy)-piperidine-1-carboxylate), Example 57 ( c ). Yields the product C1=C(C=CC2=CC=CC=C12)COC1CN(CCC1C1=CC=C(C=C1)OCCCOCC1=NC=CC=C1)C(=O)OC(C)(C)C (tert-butyl (3RS,4RS)-3-(naphthalen-2-ylmethoxy)-4-[4-[3-(pyridin-2-ylmethoxy)-propoxy]-phenyl]-piperidine-1-carboxylate). Reaction SMILES: [OH:1][CH2:2][CH2:3][CH2:4][O:5][C:6]1[CH:11]=[CH:10][C:9]([CH:12]2[CH2:17][CH2:16][N:15]([C:18]([O:20][C:21]([CH3:24])([CH3:23])[CH3:22])=[O:19])[CH2:14][CH:13]2[O:25][CH2:26][C:27]2[CH:36]=[CH:35][C:34]3[C:29](=[CH:30][CH:31]=[CH:32][CH:33]=3)[CH:28]=2)=[CH:8][CH:7]=1.Cl[CH2:38][C:39]1[CH:44]=[CH:43][CH:42]=[CH:41][N:40]=1>>[CH:28]1[C:29]2[C:34](=[CH:33][CH:32]=[CH:31][CH:30]=2)[CH:35]=[CH:36][C:27]=1[CH2:26][O:25][CH:13]1[CH:12]([C:9]2[CH:10]=[CH:11][C:6]([O:5][CH2:4][CH2:3][CH2:2][O:1][CH2:38][C:39]3[CH:44]=[CH:43][CH:42]=[CH:41][N:40]=3)=[CH:7][CH:8]=2)[CH2:17][CH2:16][N:15]([C:18]([O:20][C:21]([CH3:22])([CH3:23])[CH3:24])=[O:19])[CH2:14]1. Reported procedure: In an analogous manner to that described in Example 1 (g), by alkylating tert-butyl (3RS,4RS)-4-[4-(3-hydroxy-propoxy)-phenyl]-3-(naphthalen-2-ylmethoxy)-piperidine-1-carboxylate [Example 57 (c)] with 2-chloromethyl-pyridine there was obtained tert-butyl (3RS,4RS)-3-(naphthalen-2-ylmethoxy)-4-[4-[3-(pyridin-2-ylmethoxy)-propoxy]-phenyl]-piperidine-1-carboxylate as a colourless resin; MS: 583 (M+H)+. Reactants: Br.N1(CCNCC1)C=1C=C2CCC(NC2=CC1)=O (6-(1-Piperazinyl)-3,4-dihydrocarbostyril monohydrobromide), COC=1C=C(C(=O)Cl)C=CC1OC (3,4-dimethoxybenzoyl chloride), C(O)([O-])=O.[Na+] (sodium hydrogencarbonate), N1(CCNCC1)C=1C=C2CCC(NC2=CC1)=O (6-(1-piperazinyl)-3,4-dihydrocarbostyril). Run in CN(C=O)C (dimethylformamide), C(C)N(CC)CC (triethylamine), CN(C=O)C (DMF), CN(C=O)C (DMF). Conditions: time 30 minute. Product: COC=1C=C(C(=O)N2CCN(CC2)C=2C=C3CCC(NC3=CC2)=O)C=CC1OC (6-[4-(3,4-dimethoxybenzoyl)-1-piperazinyl]-3,4-dihydrocarbostyril). Isolated yield 85.7%. As a reaction SMILES: Br.[N:2]1([C:8]2[CH:9]=[C:10]3[C:15](=[CH:16][CH:17]=2)[NH:14][C:13](=[O:18])[CH2:12][CH2:11]3)[CH2:7][CH2:6][NH:5][CH2:4][CH2:3]1.C(=O)([O-])O.[Na+].N1(C2C=C3C(=CC=2)NC(=O)CC3)CCNCC1.[CH3:41][O:42][C:43]1[CH:44]=[C:45]([CH:49]=[CH:50][C:51]=1[O:52][CH3:53])[C:46](Cl)=[O:47]>CN(C)C=O.C(N(CC)CC)C>[CH3:41][O:42][C:43]1[CH:44]=[C:45]([CH:49]=[CH:50][C:51]=1[O:52][CH3:53])[C:46]([N:5]1[CH2:6][CH2:7][N:2]([C:8]2[CH:9]=[C:10]3[C:15](=[CH:16][CH:17]=2)[NH:14][C:13](=[O:18])[CH2:12][CH2:11]3)[CH2:3][CH2:4]1)=[O:47] |f:0.1,2.3|. Procedure: 6-(1-Piperazinyl)-3,4-dihydrocarbostyril monohydrobromide (3.5 g) was suspended in 40 ml of dimethylformamide (hereafter referred to as DMF for brevity). After adding 960 mg of sodium hydrogencarbonate, the suspension was stirred at room temperature for 30 minutes to convert the starting compound to 6-(1-piperazinyl)-3,4-dihydrocarbostyril. Then, to the mixture was added 2.34 ml of triethylamine and the mixture was stirred at room temperature while slowly adding dropwise 10 ml of DMF solution co...